Dataset: the Open Reaction Database (ORD), a public repository of structured organic reaction records. Task: describe an organic reaction: reactants, conditions, products, and yield Reactants: C1OC=2C=C(C=CC2O1)C1CCC2=CC(=CC=C12)OCCC (1-(3,4-methylenedioxyphenyl)-5-(prop-1-yloxy)indane), Cl (HCl), CO (methanol). Yields the product OC1=C(C=CC(=C1)OC)C1CC(C2=CC=C(C=C12)OCCC)C1=CC2=C(C=C1)OCO2 ((1RS,3RS)-3-(2-Hydroxy-4-methoxyphenyl)-1-(3,4-methylenedioxyphenyl)-5-(prop-1-yloxy)indane). Yield: 94.0%. RXN SMILES: [CH2:1]1[O:9][C:8]2[CH:7]=[CH:6][C:5]([CH:10]3[C:18]4[C:13](=[CH:14][C:15]([O:19][CH2:20][CH2:21][CH3:22])=[CH:16][CH:17]=4)[CH2:12][CH2:11]3)=[CH:4][C:3]=2[O:2]1.Cl.[CH3:24][OH:25]>>[OH:25][C:24]1[CH:4]=[C:3]([O:2][CH3:1])[CH:8]=[CH:7][C:6]=1[CH:12]1[C:13]2[C:18](=[CH:17][CH:16]=[C:15]([O:19][CH2:20][CH2:21][CH3:22])[CH:14]=2)[CH:10]([C:5]2[CH:6]=[CH:7][C:8]3[O:9][CH2:1][O:2][C:3]=3[CH:4]=2)[CH2:11]1. Procedure: To a solution of (1RS,3RS)-3-[(2-methoxymethoxy)-4-methoxyphenyl)]-1-(3,4-methylenedioxyphenyl)-5-(prop-1-yloxy)indane (0.075 g, 0.16 mmol) in methanol (5 ml) was added 4-5 drops of 6M-HCl and the mixture refluxed for 1.5 h under argon. The solvent was removed in vacuo and the product partitioned between EtOAc and water. The organic extract was washed with water then sat. aq. NaHCO3 solution and finally brine. After drying (MgSO4 anhydrous) filtration and evaporation gave the title compound (0.0... Starting materials: CCOc1ccccc1C(=O)c1ncc(Cl)cc1N(COC)S(=O)(=O)c1ccc(Cl)c(C(F)(F)F)c1, Cl, C1COCCO1, O. The product is CCOc1ccccc1C(=O)c1ncc(Cl)cc1NS(=O)(=O)c1ccc(Cl)c(C(F)(F)F)c1. As a reaction SMILES: [Cl:1][c:2]1[c:3]([C:33]([F:34])([F:35])[F:36])[cH:4][c:5]([S:8](=[O:9])(=[O:10])[N:11]([CH2:12][O:13][CH3:14])[c:15]2[c:16]([C:22]([c:23]3[c:24]([O:29][CH2:30][CH3:31])[cH:25][cH:26][cH:27][cH:28]3)=[O:32])[n:17][cH:18][c:19]([Cl:21])[cH:20]2)[cH:6][cH:7]1.[ClH:37].[O:38]1[CH2:39][CH2:40][O:41][CH2:42][CH2:43]1.[OH2:44]>>[Cl:1][c:2]1[c:3]([C:33]([F:34])([F:35])[F:36])[cH:4][c:5]([S:8](=[O:9])(=[O:10])[NH:11][c:15]2[c:16]([C:22]([c:23]3[c:24]([O:29][CH2:30][CH3:31])[cH:25][cH:26][cH:27][cH:28]3)=[O:32])[n:17][cH:18][c:19]([Cl:21])[cH:20]2)[cH:6][cH:7]1. Reactants: CCOC(=O)CCC(C)=O, CCOC(C)=O, CC[O-], CCCCCC, CCO, [Cl-], Fc1ccc(C[P+](c2ccccc2)(c2ccccc2)c2ccccc2)cc1, [Na+]. Product: CCOC(=O)CCC(C)=Cc1ccc(F)cc1. As a reaction SMILES: [C:33]([CH2:34][CH2:35][C:36](=[O:37])[CH3:38])(=[O:39])[O:40][CH2:41][CH3:42].[C:49]([O:50][CH2:51][CH3:52])(=[O:53])[CH3:54].[CH3:2][CH2:3][O-:4].[CH3:43][CH2:44][CH2:45][CH2:46][CH2:47][CH3:48].[CH3:55][CH2:56][OH:57].[Cl-:5].[F:6][c:7]1[cH:8][cH:9][c:10]([CH2:11][P+:12]([c:13]2[cH:14][cH:15][cH:16][cH:17][cH:18]2)([c:19]2[cH:20][cH:21][cH:22][cH:23][cH:24]2)[c:25]2[cH:26][cH:27][cH:28][cH:29][cH:30]2)[cH:31][cH:32]1.[Na+:1]>>[F:6][c:7]1[cH:8][cH:9][c:10]([CH:11]=[C:36]([CH2:35][CH2:34][C:33](=[O:39])[O:40][CH2:41][CH3:42])[CH3:38])[cH:31][cH:32]1. Reactants: ClCCl (dichloromethane), BrC=1N=C(SC1)N1CCC(CC1)(C(=O)OCC)CC (Ethyl 1-(4-bromothiazol-2-yl)-4-ethyl-piperidine-4-carboxylate), C(C)NC(=O)NC=1SC2=C(N1)C=C(C=C2C2=NC=CC=C2)B(O)O (2-(ethylcarbamoylamino)-7-(2-pyridyl)-1,3-benzothiazol-5-yl-boronic acid), C([O-])([O-])=O.[Cs+].[Cs+] (cesium carbonate). The reagents and catalysts are C1=CC=C(C=C1)P([C-]2C=CC=C2)C3=CC=CC=C3.C1=CC=C(C=C1)P([C-]2C=CC=C2)C3=CC=CC=C3.Cl[Pd]Cl.[Fe+2] ([1,1′-Bis(diphenylphosphino)ferrocene]dichloropalladium(II)). Run in CN(C)C=O (DMF). Conditions: temperature 120 celsius. Product: C(C)C1(CCN(CC1)C=1SC=C(N1)C=1C=C(C2=C(N=C(S2)NC(NCC)=O)C1)C1=NC=CC=C1)C(=O)OCC (Ethyl 4-ethyl-1-[4-[2-(ethylcarbamoylamino)-7-(2-pyridyl)-1,3-benzothiazol-5-yl]thiazol-2-yl]piperidine-4-carboxylate). Yield: 35.4%. Reaction SMILES: Br[C:2]1[N:3]=[C:4]([N:7]2[CH2:12][CH2:11][C:10]([CH2:18][CH3:19])([C:13]([O:15][CH2:16][CH3:17])=[O:14])[CH2:9][CH2:8]2)[S:5][CH:6]=1.[CH2:20]([NH:22][C:23]([NH:25][C:26]1[S:27][C:28]2[C:34]([C:35]3[CH:40]=[CH:39][CH:38]=[CH:37][N:36]=3)=[CH:33][C:32](B(O)O)=[CH:31][C:29]=2[N:30]=1)=[O:24])[CH3:21].C(=O)([O-])[O-].[Cs+].[Cs+].ClCCl>CN(C=O)C.C1C=CC(P(C2C=CC=CC=2)[C-]2C=CC=C2)=CC=1.C1C=CC(P(C2C=CC=CC=2)[C-]2C=CC=C2)=CC=1.Cl[Pd]Cl.[Fe+2]>[CH2:18]([C:10]1([C:13]([O:15][CH2:16][CH3:17])=[O:14])[CH2:11][CH2:12][N:7]([C:4]2[S:5][CH:6]=[C:2]([C:32]3[CH:33]=[C:34]([C:35]4[CH:40]=[CH:39][CH:38]=[CH:37][N:36]=4)[C:28]4[S:27][C:26]([NH:25][C:23](=[O:24])[NH:22][CH2:20][CH3:21])=[N:30][C:29]=4[CH:31]=3)[N:3]=2)[CH2:8][CH2:9]1)[CH3:19] |f:2.3.4,7.8.9.10|. Procedure: Ethyl 1-(4-bromothiazol-2-yl)-4-ethyl-piperidine-4-carboxylate (56 mg, 0.16 mmol), 2-(ethylcarbamoylamino)-7-(2-pyridyl)-1,3-benzothiazol-5-yl-boronic acid (50 mg, 0.15 mmol), and cesium carbonate (42 mg, 0.22 mmol) were suspended in DMF (1 mL) in a 5 mL microwave vessel. The resulting mixture was degassed with Ar for 5 min. [1,1′-Bis(diphenylphosphino)ferrocene]dichloropalladium(II), complex with dichloromethane (10 mg, 0.01 mmol), was added to the mixture, then the vessel sealed and heated at ...